Dataset: the Open Reaction Database (ORD), a public repository of structured organic reaction records. Task: describe an organic reaction: reactants, conditions, products, and yield Starting materials: C1(=CC=CC=C1)C1(C(NCNC1)=O)C1=NC=CC=C1 (1,2,3,6-tetrahydro-5-phenyl-5-(2-pyridyl)-4(5H)-pyrimidinone), P12(=S)SP3(=S)SP(=S)(S1)SP(=S)(S2)S3 (phosphorus pentasulfide). Yields the product C1(=CC=CC=C1)C1(C(NCNC1)=S)C1=NC=CC=C1 (1,2,3,6-tetrahydro-5-phenyl-5(2-pyridyl)-4(5H)-pyrimidinethione). Reaction SMILES: [C:1]1([C:7]2([C:14]3[CH:19]=[CH:18][CH:17]=[CH:16][N:15]=3)[CH2:12][NH:11][CH2:10][NH:9][C:8]2=O)[CH:6]=[CH:5][CH:4]=[CH:3][CH:2]=1.P12(SP3(SP(SP(S3)(S1)=S)(=S)S2)=S)=[S:21]>>[C:1]1([C:7]2([C:14]3[CH:19]=[CH:18][CH:17]=[CH:16][N:15]=3)[CH2:12][NH:11][CH2:10][NH:9][C:8]2=[S:21])[CH:6]=[CH:5][CH:4]=[CH:3][CH:2]=1. Reported procedure: Treatment of 1,2,3,6-tetrahydro-5-phenyl-5-(2-pyridyl)-4(5H)-pyrimidinone with phosphorus pentasulfide as described in the procedure of Example 1 gives 1,2,3,6-tetrahydro-5-phenyl-5(2-pyridyl)-4(5H)-pyrimidinethione. Reported procedure: The title compound, grey solid (88 mg, 97%), MS (ISP) m/z=363.2 [(M+H)+], mp 257° C., was prepared in accordance with the general method of example 1 from 7-bromo-9-fluoro-2,3,4,5-tetrahydro-[1,4]diazepino[1,2-a]indol-1-one (intermediate 2) (74.3 mg, 0.25 mmol) and commercially available 4-trifluoromethyl-phenylboronic acid (61.7 mg, 0.325 mmol). Reactants: solid, BrC1=CC(=CC=2C=C3N(C12)CCCNC3=O)F (7-bromo-9-fluoro-2,3,4,5-tetrahydro-[1,4]diazepino[1,2-a]indol-1-one), BrC1=CC(=CC=2C=C3N(C12)CCCNC3=O)F (7-bromo-9-fluoro-2,3,4,5-tetrahydro-[1,4]diazepino[1,2-a]indol-1-one), FC(C1=CC=C(C=C1)B(O)O)(F)F (4-trifluoromethyl-phenylboronic acid). As a reaction SMILES: Br[C:2]1[C:10]2[N:9]3[CH2:11][CH2:12][CH2:13][NH:14][C:15](=[O:16])[C:8]3=[CH:7][C:6]=2[CH:5]=[C:4]([F:17])[CH:3]=1.[F:18][C:19]([F:30])([F:29])[C:20]1[CH:25]=[CH:24][C:23](B(O)O)=[CH:22][CH:21]=1>>[F:17][C:4]1[CH:3]=[C:2]([C:23]2[CH:24]=[CH:25][C:20]([C:19]([F:30])([F:29])[F:18])=[CH:21][CH:22]=2)[C:10]2[N:9]3[CH2:11][CH2:12][CH2:13][NH:14][C:15](=[O:16])[C:8]3=[CH:7][C:6]=2[CH:5]=1. Yields the product FC1=CC=2C=C3N(C2C(=C1)C1=CC=C(C=C1)C(F)(F)F)CCCNC3=O (9-Fluoro-7-(4-trifluoromethyl-phenyl)-2,3,4,5-tetrahydro-[1,4]diazepino[1,2-a]indol-1-one). Starting materials: Nc1cccc(Br)c1, O=C([O-])[O-], CN1CCCC1=O, CC(C)OC(=O)c1ccc(Cl)c([N+](=O)[O-])c1, Cl, [K+], [K+]. Product: CC(C)OC(=O)c1ccc(Nc2cccc(Br)c2)c([N+](=O)[O-])c1. Reaction SMILES: [Br:17][c:18]1[cH:19][c:20]([NH2:21])[cH:22][cH:23][cH:24]1.[C:25](=[O:26])([O-:27])[O-:28].[CH3:32][N:33]1[CH2:34][CH2:35][CH2:36][C:37]1=[O:38].[Cl:1][c:2]1[c:3]([N+:14](=[O:15])[O-:16])[cH:4][c:5]([C:6](=[O:7])[O:8][CH:9]([CH3:10])[CH3:11])[cH:12][cH:13]1.[ClH:31].[K+:29].[K+:30]>>[c:2]1([NH:21][c:20]2[cH:19][c:18]([Br:17])[cH:24][cH:23][cH:22]2)[c:3]([N+:14](=[O:15])[O-:16])[cH:4][c:5]([C:6](=[O:7])[O:8][CH:9]([CH3:10])[CH3:11])[cH:12][cH:13]1. The reactants are N(=O)[O-].[Na+] (sodium nitrite), S(=O)=O (sulphur dioxide), cuprous chloride, NC1=C2C(=CN=CC2=CC=C1)Br (5-amino- 4-bromoisoquinoline), Cl (hydrochloric acid). Solvent: O (water), C(C)(=O)O (acetic acid), O (water). Reaction conditions: temperature 0 celsius, time 1 hour. Yields the product BrC1=CN=CC2=CC=CC(=C12)S(=O)(=O)Cl (4-Bromo-5-isoquino lylsulphonyl chloride). As a reaction SMILES: N[C:2]1[CH:11]=[CH:10][CH:9]=[C:8]2[C:3]=1[C:4]([Br:12])=[CH:5][N:6]=[CH:7]2.N([O-])=O.[Na+].[S:17](=[O:19])=[O:18].[ClH:20]>O.C(O)(=O)C>[Br:12][C:4]1[C:3]2[C:8](=[CH:9][CH:10]=[CH:11][C:2]=2[S:17]([Cl:20])(=[O:19])=[O:18])[CH:7]=[N:6][CH:5]=1 |f:1.2|. Reported procedure: 4-Bromo-5-isoquinolylsulphonyl chloride may be obtained by the following process: a solution of 5-amino- 4-bromoisoquinoline (4.46 g) in concentrated hydrochloric acid (d=1.19) (44 cc) is cooled to -5° C. then is treated with a solution of sodium nitrite (1.93 g) in water (10 cc). The reaction mixture is stirred for 1 hour at 0° C. The solution obtained is poured into a saturated solution of sulphur dioxide in acetic acid (48 ml), to which has been added a solution of cuprous chloride (0.65 g) i... The reactants are NC1=CC(=C(C(=O)NCC2CCN(CC2)CCCCCNCC2=CC=CC=C2)C=C1Cl)OC (4-Amino-N-((1-(5-benzylaminopentyl)piperidin-4-yl)methyl)-5-chloro-2-methoxybenzamide), C(CC)=O (propionaldehyde), C(#N)[BH3-].[Na+] (sodium cyanoborohydride). The product is NC1=CC(=C(C(=O)NCC2CCN(CC2)CCCCCN(CC2=CC=CC=C2)CCC)C=C1Cl)OC (4-amino-5-chloro-2-methoxy-N-((1-(5-(N-n-propyl-N-benzylamino)pentyl)piperidin-4-yl)methyl)-benzamide). As a reaction SMILES: [NH2:1][C:2]1[C:30]([Cl:31])=[CH:29][C:5]([C:6]([NH:8][CH2:9][CH:10]2[CH2:15][CH2:14][N:13]([CH2:16][CH2:17][CH2:18][CH2:19][CH2:20][NH:21][CH2:22][C:23]3[CH:28]=[CH:27][CH:26]=[CH:25][CH:24]=3)[CH2:12][CH2:11]2)=[O:7])=[C:4]([O:32][CH3:33])[CH:3]=1.[CH:34](=O)[CH2:35][CH3:36].C([BH3-])#N.[Na+]>>[NH2:1][C:2]1[C:30]([Cl:31])=[CH:29][C:5]([C:6]([NH:8][CH2:9][CH:10]2[CH2:11][CH2:12][N:13]([CH2:16][CH2:17][CH2:18][CH2:19][CH2:20][N:21]([CH2:34][CH2:35][CH3:36])[CH2:22][C:23]3[CH:28]=[CH:27][CH:26]=[CH:25][CH:24]=3)[CH2:14][CH2:15]2)=[O:7])=[C:4]([O:32][CH3:33])[CH:3]=1 |f:2.3|. Reported procedure: 4-Amino-N-((1-(5-benzylaminopentyl)piperidin-4-yl)methyl)-5-chloro-2-methoxybenzamide (2.0 g) as starting compound, propionaldehyde (0.13 ml) and sodium cyanoborohydride (0.35 g) were reacted and treated in the same manner as in Example 136 to give 1.05 g of 4-amino-5-chloro-2-methoxy-N-((1-(5-(N-n-propyl-N-benzylamino)pentyl)piperidin-4-yl)methyl)-benzamide. Reactants: BrC1=CC=C(C=C1)C(CCCCN1CCC(CC1)C=1C=C(C=CC1)NC(C(C)C)=O)=O (N-(3-{1-[5-(4-bromophenyl)-5-oxopentyl]-4-piperidinyl}phenyl)-2-methylpropanamide), Cl.C1(=CC=CC=C1)N(N)C1=CC=CC=C1 (1,1-diphenylhydrazine hydrochloride). Product: BrC1=CC=C(C=C1)C=1N(C2=CC=CC=C2C1CCCN1CCC(CC1)C=1C=C(C=CC1)NC(C(C)C)=O)C1=CC=CC=C1 (N-[3-(1-{3-[2-(4-BROMOPHENYL)-1-PHENYL-1H-INDOL-3-YL]PROPYL}-4-PIPERIDINYL)PHENYL]-2-METHYLPROPANAMIDE). As a reaction SMILES: [Br:1][C:2]1[CH:7]=[CH:6][C:5]([C:8](=O)[CH2:9][CH2:10][CH2:11][CH2:12][N:13]2[CH2:18][CH2:17][CH:16]([C:19]3[CH:20]=[C:21]([NH:25][C:26](=[O:30])[CH:27]([CH3:29])[CH3:28])[CH:22]=[CH:23][CH:24]=3)[CH2:15][CH2:14]2)=[CH:4][CH:3]=1.Cl.[C:33]1([N:39]([C:41]2[CH:46]=[CH:45][CH:44]=[CH:43][CH:42]=2)N)[CH:38]=[CH:37][CH:36]=[CH:35][CH:34]=1>>[Br:1][C:2]1[CH:7]=[CH:6][C:5]([C:8]2[N:39]([C:41]3[CH:46]=[CH:45][CH:44]=[CH:43][CH:42]=3)[C:33]3[C:34]([C:9]=2[CH2:10][CH2:11][CH2:12][N:13]2[CH2:18][CH2:17][CH:16]([C:19]4[CH:20]=[C:21]([NH:25][C:26](=[O:30])[CH:27]([CH3:29])[CH3:28])[CH:22]=[CH:23][CH:24]=4)[CH2:15][CH2:14]2)=[CH:35][CH:36]=[CH:37][CH:38]=3)=[CH:4][CH:3]=1 |f:1.2|. Procedure details: Prepared by Procedure E and Scheme M using N-(3-{1-[5-(4-bromophenyl)-5-oxopentyl]-4-piperidinyl}phenyl)-2-methylpropanamide and 1,1-diphenylhydrazine hydrochloride: ESMS m/e: 634.0 (M+H)+. Reported procedure: A solution of isatin (5.0 g, 34.0 mmol) in anhydrous N. N-dimethyl formamide (150 ml) was treated with sodium hydride (60% dispersion, 1.632 g, 40.8 mmol) with stirring at room temperature for 20 minutes until the formation of hydrogen gas ceased. To the mixture was added cupric iodide (12.9 g, 68.0 g) followed by 3-(1,3-dioxolan-2-yl)bromobenzene (15.57 g, 68.0 mmol). After 8 hours of stirring at 150° C. under nitrogen, the brown mixture was cooled to room temperature, and then treated with chl... Reaction conditions: temperature 150 celsius, time 8 hour. The reactants are N1C(=O)C(=O)C2=CC=CC=C12 (isatin), [H][H] (hydrogen), N-dimethyl formamide, [H-].[Na+] (sodium hydride), cupric iodide, O1C(OCC1)C=1C=C(C=CC1)Br (3-(1,3-dioxolan-2-yl)bromobenzene). The solvent is C(Cl)(Cl)Cl (chloroform). Product: O1C(OCC1)C=1C=C(C=CC1)N1C(=O)C(=O)C2=CC=CC=C12 (N-[3-(1.3-Dioxolan-2-yl)phenyl]isatin). RXN SMILES: [NH:1]1[C:11]2[C:6](=[CH:7][CH:8]=[CH:9][CH:10]=2)[C:4](=[O:5])[C:2]1=[O:3].[H-].[Na+].[H][H].[O:16]1[CH2:20][CH2:19][O:18][CH:17]1[C:21]1[CH:22]=[C:23](Br)[CH:24]=[CH:25][CH:26]=1>C(Cl)(Cl)Cl>[O:16]1[CH2:20][CH2:19][O:18][CH:17]1[C:21]1[CH:26]=[C:25]([N:1]2[C:11]3[C:6](=[CH:7][CH:8]=[CH:9][CH:10]=3)[C:4](=[O:5])[C:2]2=[O:3])[CH:24]=[CH:23][CH:22]=1 |f:1.2|. Starting materials: CC1CNC(=O)C1, O=C(O)C(F)(F)F, c1ccccc1. Product: CC1C[NH2+]C(=O)C1, O=C([O-])C(F)(F)F. Reaction SMILES: [CH3:1][CH:2]1[CH2:3][C:4](=[O:7])[NH:5][CH2:6]1.[OH:8][C:9](=[O:10])[C:11]([F:12])([F:13])[F:14].[cH:15]1[cH:16][cH:17][cH:18][cH:19][cH:20]1>>[CH3:1][CH:2]1[CH2:3][C:4](=[O:7])[NH2+:5][CH2:6]1.[O:8]=[C:9]([O-:10])[C:11]([F:12])([F:13])[F:14]. Starting materials: COC=1C=C(C=O)C=CC1OC(=O)N(C)C (3-methoxy-4-(dimethylaminocarbonyloxy)benzaldehyde), FC1=C(C=CC=C1)N1CCNCC1 (1-(2-fluorophenyl)piperazine), C([O-])([O-])=O.[Na+].[Na+] (sodium carbonate). Solvent: ClCCCl (1,2-dichloroethane), ClCCCl (1,2-dichloroethane), C(C)(=O)O[BH-](OC(C)=O)OC(C)=O.[Na+] (sodium triacetoxyborohydride). Product: COC=1C=C(C=CC1OC(=O)N(C)C)CN1CCN(CC1)C1=C(C=CC=C1)F (1-[[3-Methoxy-4-(dimethylaminocarbonyloxy)phenyl]methyl]-4-(2-fluorophenyl)piperazine). The yield is 78.0%. As a reaction SMILES: [CH3:1][O:2][C:3]1[CH:4]=[C:5]([CH:8]=[CH:9][C:10]=1[O:11][C:12]([N:14]([CH3:16])[CH3:15])=[O:13])[CH:6]=O.[F:17][C:18]1[CH:23]=[CH:22][CH:21]=[CH:20][C:19]=1[N:24]1[CH2:29][CH2:28][NH:27][CH2:26][CH2:25]1.C(=O)([O-])[O-].[Na+].[Na+]>ClCCCl.C(O[BH-](OC(=O)C)OC(=O)C)(=O)C.[Na+]>[CH3:1][O:2][C:3]1[CH:4]=[C:5]([CH2:6][N:27]2[CH2:26][CH2:25][N:24]([C:19]3[CH:20]=[CH:21][CH:22]=[CH:23][C:18]=3[F:17])[CH2:29][CH2:28]2)[CH:8]=[CH:9][C:10]=1[O:11][C:12]([N:14]([CH3:16])[CH3:15])=[O:13] |f:2.3.4,6.7|. Procedure: To a solution of 3-methoxy-4-(dimethylaminocarbonyloxy)benzaldehyde (1.50 g) in 1,2-dichloroethane (14 ml) was added 1-(2-fluorophenyl)piperazine (1.21 g) in 1,2-dichloroethane (13 ml) and sodium triacetoxyborohydride (2.14 g), with stirring. The reaction mixture was stirred for 4 hrs at ambient temperature, poured into saturated sodium carbonate solution (75 ml) and extracted with dichloromethane. The organic layers were combined, washed with water and brine, dried over anhydrous sodium sulfate...